This data is from the Open Reaction Database (ORD), a public repository of structured organic reaction records. The task is: describe an organic reaction: reactants, conditions, products, and yield The reactants are ClC1=CC=C(C=C1)C1=CC=NC(=C1C(=O)O)SC1=NC(=CC(=N1)OC)OC (4-(4-chlorophenyl)-2-(4,6-dimethoxylpyrimidin-2ylthio)nicotinic acid), CO (methanol), C[O-].[Na+] (sodium methylate). Solvent: C(C)O (ethanol). Reaction conditions: time 20 minute. The product is ClC1=CC=C(C=C1)C1=CC=NC(=C1C(=O)[O-])SC1=NC(=CC(=N1)OC)OC.[Na+] (sodium 4-(4-chlorophenyl)-2-(4,6-dimethoxypyrimidin-2-ylthio)nicotinate). Yield: 86.0%. Reaction SMILES: [Cl:1][C:2]1[CH:7]=[CH:6][C:5]([C:8]2[C:13]([C:14]([OH:16])=[O:15])=[C:12]([S:17][C:18]3[N:23]=[C:22]([O:24][CH3:25])[CH:21]=[C:20]([O:26][CH3:27])[N:19]=3)[N:11]=[CH:10][CH:9]=2)=[CH:4][CH:3]=1.CO.C[O-].[Na+:32]>C(O)C>[Cl:1][C:2]1[CH:7]=[CH:6][C:5]([C:8]2[C:13]([C:14]([O-:16])=[O:15])=[C:12]([S:17][C:18]3[N:19]=[C:20]([O:26][CH3:27])[CH:21]=[C:22]([O:24][CH3:25])[N:23]=3)[N:11]=[CH:10][CH:9]=2)=[CH:4][CH:3]=1.[Na+:32] |f:2.3,5.6|. Procedure: To a solution of 0.50 g (0.0012 mol) of 4-(4-chlorophenyl)-2-(4,6-dimethoxylpyrimidin-2ylthio)nicotinic acid in 7 ml of ethanol was added 0.30 g (0.0016 mol) of methanol solution of 28% sodium methylate at room temperature. After addition, the mixture was further stirred at room temperature for 20 minutes. The crystal thus precipitated was filtrated, and washed with ethanol and dried to obtain 0.46 g of a white powder of the aimed product. Starting materials: C(C1=CC=CC=C1)(=O)O (benzoic acid), N1CCCCC1 (piperidine), ClC1=C(CNC=2SCC(N2)=O)C=CC(=C1)F (2-(2-chloro-4-fluoro-benzylamino)-thiazol-4-one), N1=CC=CC2=NC(=CC=C12)C=O (1,5-naphthyridine-6-carboxaldehyde). Run in C1(=CC=CC=C1)C (toluene), C1(=CC=CC=C1)C (toluene). Reaction conditions: temperature 130 celsius. Product: ClC1=C(CNC=2SC(C(N2)=O)=CC2=NC3=CC=CN=C3C=C2)C=CC(=C1)F (2-(2-chloro-4-fluoro-benzylamino)-5-[1,5]naphthyridin-2-ylmethylene-thiazol-4-one). The yield is 47.8%. Reaction SMILES: [Cl:1][C:2]1[CH:15]=[C:14]([F:16])[CH:13]=[CH:12][C:3]=1[CH2:4][NH:5][C:6]1[S:7][CH2:8][C:9](=[O:11])[N:10]=1.[N:17]1[C:26]2[C:21](=[N:22][C:23]([CH:27]=O)=[CH:24][CH:25]=2)[CH:20]=[CH:19][CH:18]=1.C(O)(=O)C1C=CC=CC=1.N1CCCCC1>C1(C)C=CC=CC=1>[Cl:1][C:2]1[CH:15]=[C:14]([F:16])[CH:13]=[CH:12][C:3]=1[CH2:4][NH:5][C:6]1[S:7][C:8](=[CH:27][C:23]2[CH:24]=[CH:25][C:26]3[C:21](=[CH:20][CH:19]=[CH:18][N:17]=3)[N:22]=2)[C:9](=[O:11])[N:10]=1. Procedure: To a suspension of 2-(2-chloro-4-fluoro-benzylamino)-thiazol-4-one (41.4 mg, 0.16 mmol), and 1,5-naphthyridine-6-carboxaldehyde (31.6 mg, 0.2 mmol) in toluene (1 mL) in a microwave tube were added benzoic acid (2.0 mg, 0.02 mmol) and piperidine (1.7 uM, 0.02 mmol). The reaction mixture was heated to 130° C. with microwave for 15 min., then cooled to r.t. and diluted with toluene. The solid was collected by filtration and washed with toluene, MeOH and ether to give 2-(2-chloro-4-fluoro-benzylamin... Reactants: O=[O+][O-].O=O (ozone oxygen), C(C1=CC=CC=C1)C1=N[C@@H]2C(N([C@@H]2O1)C=C(C)C)=O ((1S,5R)-3-benzyl-6-(2-methylprop-1-enyl)-4-oxa-2,6-diazabicyclo[3.2.0]hept-2-en-7-one), CSC (dimethyl sulphide). The solvent is ClCCl (dichloromethane). Reaction conditions: temperature 0 celsius, time 10 minute. Product: C(C1=CC=CC=C1)C1=N[C@@H]2C(N([C@@H]2O1)C=O)=O ((1S,5R)-3-benzyl-6-formyl-4-oxa-2,6-diazabicyclo[3.2.0]hept-2-en-7-one). Isolated yield 52.0%. As a reaction SMILES: O=[O+][O-].[O:4]=O.[CH2:6]([C:13]1[O:19][C@@H:18]2[C@@H:15]([C:16](=[O:24])[N:17]2[CH:20]=C(C)C)[N:14]=1)[C:7]1[CH:12]=[CH:11][CH:10]=[CH:9][CH:8]=1.CSC>ClCCl>[CH2:6]([C:13]1[O:19][C@@H:18]2[C@@H:15]([C:16](=[O:24])[N:17]2[CH:20]=[O:4])[N:14]=1)[C:7]1[CH:12]=[CH:11][CH:10]=[CH:9][CH:8]=1 |f:0.1|. Procedure: An ozone-oxygen mixture was passed through a solution, cooled to -70° C., of 2.56 g (10 millimols) of (1S,5R)-3-benzyl-6-(2-methylprop-1-enyl)-4-oxa-2,6-diazabicyclo[3.2.0]hept-2-en-7-one (R. J. Stoodley et al., J. C. S. Perkin I 1974, 181) in 75 ml of anhydrous dichloromethane, until a blue coloration was obtained. Thereafter, flushing with nitrogen was carried out for 10 minutes, and 5.9 ml (80 millimols) of dimethyl sulphide were then added at -70° C. The mixture was stirred for 1 hour at 0° ... Reactants: BrC=1C=CC(=C(C1)C1=NC2=CC=C(C=C2C=C1)C1=NC2=C(N1C1CCCCC1)C=CC(=C2)C(=O)O)O (2-[2-(5-Bromo-2-hydroxy-phenyl)-quinolin-6-yl]-1-cyclohexyl-1H-benzoimidazole-5-carboxylic acid), [OH-].[K+] (KOH), Compound 354e, NC1=C(C=C(C=C1Cl)C(C)=O)Cl (1-(4-amino-3,5-dichloro-phenyl)-ethanone). Solvent: C(C)O (ethanol), C(C)O (ethanol). The product is NC1=C(C=C(C=C1Cl)C1=NC2=CC=C(C=C2C=C1)C1=NC2=C(N1C1CCCCC1)C=CC(=C2)C(=O)O)Cl (2-[2-(4-amino-3,5-dichloro-phenyl)-quinolin-6-yl]-1-cyclohexyl-1H-benzoimidazole-5-carboxylic acid). Yield: 25.0%. As a reaction SMILES: BrC1C=CC(O)=C(C2C=[CH:16][C:15]3[C:10](=[CH:11][CH:12]=[C:13]([C:18]4[N:22]([CH:23]5[CH2:28][CH2:27][CH2:26][CH2:25][CH2:24]5)[C:21]5[CH:29]=[CH:30][C:31]([C:33]([OH:35])=[O:34])=[CH:32][C:20]=5[N:19]=4)[CH:14]=3)[N:9]=2)C=1.[NH2:37][C:38]1[C:43]([Cl:44])=[CH:42][C:41]([C:45](=O)[CH3:46])=[CH:40][C:39]=1[Cl:48].[OH-].[K+]>C(O)C>[NH2:37][C:38]1[C:43]([Cl:44])=[CH:42][C:41]([C:45]2[CH:46]=[CH:16][C:15]3[C:10](=[CH:11][CH:12]=[C:13]([C:18]4[N:22]([CH:23]5[CH2:24][CH2:25][CH2:26][CH2:27][CH2:28]5)[C:21]5[CH:29]=[CH:30][C:31]([C:33]([OH:35])=[O:34])=[CH:32][C:20]=5[N:19]=4)[CH:14]=3)[N:9]=2)=[CH:40][C:39]=1[Cl:48] |f:2.3|. Procedure: Following the procedure and workup for Compound 354, Compound 354e (100 mg, 0.256 mmol) was reacted with 1-(4-amino-3,5-dichloro-phenyl)-ethanone (0.256 mmol) in ethanol (2 mL) using 10% w/v KOH in ethanol (506 μL, 0.64 mmol) to produce the title compound (31 mg, 25% yield). Starting materials: COc1ccc(C=O)c(O)c1, [Na+], [Na+], [Na+], O=S(=O)([O-])[O-], [OH-], O, OO. The product is COc1ccc(O)c(O)c1. As a reaction SMILES: [CH3:1][O:2][c:3]1[cH:4][c:5]([OH:11])[c:6]([CH:7]=[O:8])[cH:9][cH:10]1.[Na+:13].[Na+:16].[Na+:17].[O-:18][S:19](=[O:20])(=[O:21])[O-:22].[OH-:12].[OH2:23].[OH:14][OH:15]>>[CH3:1][O:2][c:3]1[cH:4][c:5]([OH:11])[c:6]([OH:18])[cH:9][cH:10]1. Starting materials: BrC(C(=O)C1=CC=CC2=CC=CC=C12)C (2-bromo-1-naphthalen-1-yl-propan-1-one), C(C)(=O)[O-].[Na+] (sodium acetate), CN(C=O)C (N,N-dimethylformamide), CN(C=O)C (N,N-dimethylformamide). Conditions: temperature 80 celsius. Product: C1(=CC=CC2=CC=CC=C12)C(C(C)=O)OC(C)=O (acetic acid 1-naphthalen-1-yl-2-oxo-propyl ester), CC(C(=O)C1=CC=CC2=CC=CC=C12)OC(C)=O (acetic acid 1-methyl-2-naphthalen-1-yl-2-oxo-ethyl ester). The yield is 49.0%. As a reaction SMILES: Br[CH:2]([CH3:15])[C:3]([C:5]1[C:14]2[C:9](=[CH:10][CH:11]=[CH:12][CH:13]=2)[CH:8]=[CH:7][CH:6]=1)=[O:4].[C:16]([O-:19])(=[O:18])[CH3:17].[Na+].CN(C)C=[O:24]>>[C:5]1([CH:3]([O:4][C:16](=[O:18])[CH3:17])[C:2](=[O:24])[CH3:15])[C:14]2[C:9](=[CH:10][CH:11]=[CH:12][CH:13]=2)[CH:8]=[CH:7][CH:6]=1.[CH3:15][CH:2]([O:19][C:16](=[O:18])[CH3:17])[C:3]([C:5]1[C:14]2[C:9](=[CH:10][CH:11]=[CH:12][CH:13]=2)[CH:8]=[CH:7][CH:6]=1)=[O:4] |f:1.2|. Procedure details: A mixture of 2-bromo-1-naphthalen-1-yl-propan-1-one (20 g), sodium acetate (7.8 g) and N,N-dimethylformamide (300 mL) was heated at 80° C. for 18 hours. After cooling to room temperature the N,N-dimethylformamide was removed under reduced pressure and the resulting residue was partitioned between dichloromethane (300 mL) and water (300 mL). The organic phase was washed with water (300 mL), brine (300 mL), dried over magnesium sulfate, filtered and the solvent removed under reduced pressure to af... Reactants: C(\C=C/C(=O)O)(=O)O (maleic acid), FC1=CC2=C(C(=NO2)C2CCNCC2)C=C1 (6-fluoro-3-(4-piperidinyl)-1,2-benzisoxazole), C(=O)([O-])[O-].[K+].[K+] (K2CO3), BrCCCCC1=C(C=CC=C1)OC (2-(4-bromobutyl)anisole). Run in C(C)O (ethanol), C(C)#N (acetonitrile). Product: C(\C=C/C(=O)O)(=O)O.FC1=CC2=C(C(=NO2)C2CCN(CC2)C(CCC)C2=C(C=CC=C2)OC)C=C1 (4-(6-fluoro-1,2-benzisoxazol-3-yl)-1-(2'-methoxyphenyl)butylpiperidine maleate). RXN SMILES: [F:1][C:2]1[CH:16]=[CH:15][C:5]2[C:6]([CH:9]3[CH2:14][CH2:13][NH:12][CH2:11][CH2:10]3)=[N:7][O:8][C:4]=2[CH:3]=1.C([O-])([O-])=O.[K+].[K+].Br[CH2:24][CH2:25][CH2:26][CH2:27][C:28]1[CH:33]=[CH:32][CH:31]=[CH:30][C:29]=1[O:34][CH3:35].[C:36]([OH:43])(=[O:42])/[CH:37]=[CH:38]\[C:39]([OH:41])=[O:40]>C(#N)C.C(O)C>[C:36]([OH:43])(=[O:42])/[CH:37]=[CH:38]\[C:39]([OH:41])=[O:40].[F:1][C:2]1[CH:16]=[CH:15][C:5]2[C:6]([CH:9]3[CH2:10][CH2:11][N:12]([CH:27]([C:28]4[CH:33]=[CH:32][CH:31]=[CH:30][C:29]=4[O:34][CH3:35])[CH2:26][CH2:25][CH3:24])[CH2:13][CH2:14]3)=[N:7][O:8][C:4]=2[CH:3]=1 |f:1.2.3,8.9|. Procedure details: A mixture of 6-fluoro-3-(4-piperidinyl)-1,2-benzisoxazole (2.36 g, 10.7 mmole), K2CO3 (2 g, 14.5 mmol) and 2-(4-bromobutyl)anisole (2.4 g, 10 mmol) in acetonitrile (100 ml) was heated at reflux for 2.5 hours. At the end of reaction, the solvent was removed. The residue was extracted into dichloromethane (200 ml) and filtered. The dichloromethane solution was concentrated. The crude oil obtained was purified on a flash chromatography column. The material thus purified was a light yellow oil (2.73... Starting materials: C1(=CC=CC=C1)/C=C/CCCC#CC(=O)OC ((E)-Methyl 8-phenyloct-7-en-2-ynoate). Solvent: ClC1=C(C=CC=C1)Cl (o-dichlorobenzene). Run at temperature 225 celsius, time 90 minute. Product: C1CCC=2C1=CC1=CC=CC=C1C2C(=O)OC (Methyl 2,3-dihydro-1H-cyclopenta[b]naphthalene-4-carboxylate). Yield: 96.4%. Reaction SMILES: [C:1]1(/[CH:7]=[CH:8]/[CH2:9][CH2:10][CH2:11][C:12]#[C:13][C:14]([O:16][CH3:17])=[O:15])[CH:6]=[CH:5][CH:4]=[CH:3][CH:2]=1>ClC1C=CC=CC=1Cl>[CH2:9]1[C:8]2=[CH:7][C:1]3[C:6]([C:13]([C:14]([O:16][CH3:17])=[O:15])=[C:12]2[CH2:11][CH2:10]1)=[CH:5][CH:4]=[CH:3][CH:2]=3. Procedure details: To a 10-20 mL microwave irradiation vial equipped with a stir bar was added enyne 5k (0.150 g, 0.66 mmol) in o-dichlorobenzene (11 mL). The reaction was irradiated with stirring at 225° C. for 90 min until complete by TLC. The reaction turned golden in color. The reaction was then transferred to a vial and concentrated under high vacuum to yield naphthalene 6k as a black oil (0.144 g, 97%).